Dataset: the Open Reaction Database (ORD), a public repository of structured organic reaction records. Task: describe an organic reaction: reactants, conditions, products, and yield The reactants are O1C2(C(C3=CC=CC=C3C(C21)=O)=O)C (2,3-epoxy-2-methyl-1,4-naphthoquinone), amine. The solvent is C(C)O (ethanol). Yields the product CC1=CC(C2=CC=CC=C2C1=O)=O (3-methyl-1,4-naphthalenedione). RXN SMILES: O1[CH:11]2[C:2]1([CH3:14])[C:3](=[O:13])[C:4]1[C:9]([C:10]2=[O:12])=[CH:8][CH:7]=[CH:6][CH:5]=1>C(O)C>[CH3:14][C:2]1[C:3](=[O:13])[C:4]2[C:9](=[CH:8][CH:7]=[CH:6][CH:5]=2)[C:10](=[O:12])[CH:11]=1. Procedure details: According to Flowchart V, 2,3-epoxy-2-methyl-1,4-naphthoquinone 11 is reacted with an amine 2, where R2, R3, R4 and R5 are as described above, in absolute ethanol with heat for several hours, producing the 3-methyl-1,4-naphthalenedione derivatives 12.